Dataset: the Open Reaction Database (ORD), a public repository of structured organic reaction records. Task: describe an organic reaction: reactants, conditions, products, and yield Reactants: N#CCCN1CCOC1=O, CO, NCC1CC1, ClCCl, Cl. Product: N=C(CCN1CCOC1=O)NCC1CC1, Cl. RXN SMILES: [C:1](#[N:2])[CH2:3][CH2:4][N:5]1[C:6](=[O:10])[O:7][CH2:8][CH2:9]1.[CH3:11][OH:12].[CH:14]1([CH2:17][NH2:18])[CH2:15][CH2:16]1.[Cl:19][CH2:20][Cl:21].[ClH:13]>>[C:1](=[NH:2])([CH2:3][CH2:4][N:5]1[C:6](=[O:10])[O:7][CH2:8][CH2:9]1)[NH:18][CH2:17][CH:14]1[CH2:15][CH2:16]1.[ClH:13]. Reactants: CC(C(=O)[O-])[C@H]1C[C@H](N(CC1)[C@H](CCC(C)C)C1=CC=C(C=C1)CC=C)C1=CC=C(C=C1)C(F)(F)F ((±)-Methyl{(2S*,4R*)-1-[(1R*)-1-(4-allylphenyl)-4-methylpentyl]-2-[4-(trifluoromethyl)phenyl]piperidin-4-yl}acetate), [OH-].[Na+] (sodium hydroxide). The solvent is CO (methanol). Run at temperature 60 celsius. Product: C(C=C)C1=CC=C(C=C1)[C@@H](CCC(C)C)N1[C@@H](C[C@@H](CC1)CC(=O)O)C1=CC=C(C=C1)C(F)(F)F ((±)-{(2S*,4R*)-1-[(1R*)-1-(4-allylphenyl)-4-methylpentyl]-2-[4-(trifluoromethyl)phenyl]piperidin-4-yl}acetic acid). As a reaction SMILES: C[CH:2]([C@@H:6]1[CH2:11][CH2:10][N:9]([C@@H:12]([C:18]2[CH:23]=[CH:22][C:21]([CH2:24][CH:25]=[CH2:26])=[CH:20][CH:19]=2)[CH2:13][CH2:14][CH:15]([CH3:17])[CH3:16])[C@H:8]([C:27]2[CH:32]=[CH:31][C:30]([C:33]([F:36])([F:35])[F:34])=[CH:29][CH:28]=2)[CH2:7]1)[C:3]([O-:5])=[O:4].[OH-].[Na+]>CO>[CH2:24]([C:21]1[CH:22]=[CH:23][C:18]([C@H:12]([N:9]2[CH2:10][CH2:11][C@@H:6]([CH2:2][C:3]([OH:5])=[O:4])[CH2:7][C@H:8]2[C:27]2[CH:28]=[CH:29][C:30]([C:33]([F:36])([F:34])[F:35])=[CH:31][CH:32]=2)[CH2:13][CH2:14][CH:15]([CH3:17])[CH3:16])=[CH:19][CH:20]=1)[CH:25]=[CH2:26] |f:1.2|. Procedure: The ester from Step 1 (100 mg) was dissolved in methanol (1 mL) and sodium hydroxide (0.3 mL, 4N) was added. The mixture was heated at 60° C. overnight, cooled, evaporated and the residue dispersed between CH2Cl2 and HCl (0.1N). The organic extract was separated and washed with brine, dried (MgSO4) and evaporated. The residue was purified on silica using 10-95% ethyl acetate in iso-hexane as eluant. Starting materials: ClC1=CC=C2C(=CC(=NC2=C1)N)N1CCNCC1 (7-chloro-4-(1-piperazinyl)-2-quinolinamine), COC(C(C)N=C=O)=O (2-isocyanato-propanic acid-methyl ester), C(C)(C)N(CC)C(C)C (diisopropylethyl amine). Product: COC([C@H](C)NC(=O)N1CCN(CC1)C1=CC(=NC2=CC(=CC=C12)Cl)N)=O ((2S)-2-[[[4-(2-Amino-7-chloro-4-quinolinyl)-1-piperazinyl]carbonyl]amino]-propanoic acid-methyl Ester). As a reaction SMILES: [Cl:1][C:2]1[CH:11]=[C:10]2[C:5]([C:6]([N:13]3[CH2:18][CH2:17][NH:16][CH2:15][CH2:14]3)=[CH:7][C:8]([NH2:12])=[N:9]2)=[CH:4][CH:3]=1.[CH3:19][O:20][C:21](=[O:27])[CH:22]([N:24]=[C:25]=[O:26])[CH3:23].C(N(C(C)C)CC)(C)C>>[CH3:19][O:20][C:21](=[O:27])[C@@H:22]([NH:24][C:25]([N:16]1[CH2:17][CH2:18][N:13]([C:6]2[C:5]3[C:10](=[CH:11][C:2]([Cl:1])=[CH:3][CH:4]=3)[N:9]=[C:8]([NH2:12])[CH:7]=2)[CH2:14][CH2:15]1)=[O:26])[CH3:23]. Procedure details: As described example 159, 7-chloro-4-(1-piperazinyl)-2-quinolinamine, 2-isocyanato-propanic acid-methyl ester, and diisopropylethyl amine, are reacted to give the product as a white solid. LC-MS: 392 (M++1). 1H NMR (DMSO-d6) δ 1.30 (d, 3H), 2.96 (br.s, 4H), 3.55 (m, 4H), 3.61 (s, 3H), 4.16 (m, 1H), 6.26 (s, 1H), 6.45 (br.s, 2H), 6.90 (d, 1H), 7.10 (dd, 1H), 7.38 (d, 1H), 7.75 (d, 1H). The reactants are NC([C@@H](C(C)C)NC=1N=NC(=C(N1)NC1=C2C=CN(C2=CC=C1)C)C(=O)N)=O ((R)-3-((1-amino-3-methyl-1-oxobutan-2-yl)amino)-5-((1-methyl-1H-indol-4-yl)amino)-1,2,4-triazine-6-carboxamide), NCC1CCC(N1)=O (5-(aminomethyl)pyrrolidin-2-one), N[C@@H](C(=O)N)C(C)C ((R)-2-amino-3-methylbutanamide). Yields the product CN1C=CC2=C(C=CC=C12)NC=1N=C(N=NC1C(=O)N)NCC1NC(CC1)=O (5-((1-methyl-1H-indol-4-yl)amino)-3-(((5-oxopyrrolidin-2-yl)methyl)amino)-1,2,4-triazine-6-carboxamide). RXN SMILES: NC(=O)[C@H:3]([NH:7][C:8]1[N:9]=[N:10][C:11]([C:25]([NH2:27])=[O:26])=[C:12]([NH:14][C:15]2[CH:23]=[CH:22][CH:21]=[C:20]3[C:16]=2[CH:17]=[CH:18][N:19]3[CH3:24])[N:13]=1)[CH:4]([CH3:6])C.NCC1[NH:35][C:34](=[O:36])[CH2:33]C1.N[C@H](C(C)C)C(N)=O>>[CH3:24][N:19]1[C:20]2[C:16](=[C:15]([NH:14][C:12]3[N:13]=[C:8]([NH:7][CH2:3][CH:4]4[CH2:6][CH2:33][C:34](=[O:36])[NH:35]4)[N:9]=[N:10][C:11]=3[C:25]([NH2:27])=[O:26])[CH:23]=[CH:22][CH:21]=2)[CH:17]=[CH:18]1. Procedure details: The title compound was prepared in a similar procedure as described in Example (R)-3-((1-amino-3-methyl-1-oxobutan-2-yl)amino)-5-((1-methyl-1H-indol-4-yl)amino)-1,2,4-triazine-6-carboxamide. Here though, 5-(aminomethyl)pyrrolidin-2-one was utilized instead of (R)-2-amino-3-methylbutanamide. MS found for C18H20N8O2 as (M+H)+ 381.3. UV: λ=219, 239, 292 nm. Proton NMR: (CD3OD) δ 7.90 (1H, d, J=8.0 Hz), 7.36-7.22 (3H, m), 6.60 (1H, dd, J=0.8 Hz, 2.8 Hz), 3.98 (1H, m), 3.84 (3H, s), 3.62-3.51 (2H, m)... Product: O=c1cc(O)c(-c2ccccc2)c[nH]1. The reactants are CCO, O=c1cc(O)c(-c2ccccc2)c(Cl)[nH]1. Reaction SMILES: [CH3:16][CH2:17][OH:18].[Cl:1][c:2]1[c:3](-[c:10]2[cH:11][cH:12][cH:13][cH:14][cH:15]2)[c:4]([OH:9])[cH:5][c:6](=[O:8])[nH:7]1>>[cH:2]1[c:3](-[c:10]2[cH:11][cH:12][cH:13][cH:14][cH:15]2)[c:4]([OH:9])[cH:5][c:6](=[O:8])[nH:7]1. Reactants: ClC1=C(C=CC=C1)C(C1=C(C=CC=C1)N1C(=NN=C1CN1C(C=2C(C1=O)=CC=CC2)=O)CCN(C)C)=O (2'-chloro-2-[3-[2-(dimethylamino)ethyl]-5-(phthalimidomethyl)-4H-1,2,4-triazol-4-yl]benzophenone), O.NN (hydrazine hydrate). Run in C(C)O (ethanol). Yields the product CN(CCC1=NN=C2N1C1=C(C(=NC2)C2=C(C=CC=C2)Cl)C=CC=C1)C (1-[2-(dimethylamino)ethyl]-6-(o-chlorophenyl)-4H-s-triazolo-[4,3-a][1,4]benzodiazepine). Reaction SMILES: [Cl:1][C:2]1[CH:7]=[CH:6][CH:5]=[CH:4][C:3]=1[C:8](=O)[C:9]1[CH:14]=[CH:13][CH:12]=[CH:11][C:10]=1[N:15]1[C:19]([CH2:20][N:21]2C(=O)C3=CC=CC=C3C2=O)=[N:18][N:17]=[C:16]1[CH2:32][CH2:33][N:34]([CH3:36])[CH3:35].O.NN>C(O)C>[CH3:35][N:34]([CH3:36])[CH2:33][CH2:32][C:16]1[N:15]2[C:10]3[CH:11]=[CH:12][CH:13]=[CH:14][C:9]=3[C:8]([C:3]3[CH:4]=[CH:5][CH:6]=[CH:7][C:2]=3[Cl:1])=[N:21][CH2:20][C:19]2=[N:18][N:17]=1 |f:1.2|. Procedure details: In the manner given in Example 1C, 2'-chloro-2-[3-[2-(dimethylamino)ethyl]-5-(phthalimidomethyl)-4H-1,2,4-triazol-4-yl]benzophenone in ethanol is refluxed with hydrazine hydrate to give 1-[2-(dimethylamino)ethyl]-6-(o-chlorophenyl)-4H-s-triazolo-[4,3-a][1,4]benzodiazepine. Its methanesulfamate is obtained by treatment with methanesulfamic acid in ether. Starting materials: C1=CC=CC2=C1C(NC1=C(S2)C=CC=C1)=S (10,11-Dihydrodibenzo[b,f][1,4]thiazepin-11-thione), Cl.FC(C1=CC(=C(C=C1)S)N)(F)F (4-trifluoromethyl-2-aminothiophenol hydrochloride), FC1=C(C#N)C=CC=C1 (2-fluorobenzonitrile). The solvent is CN(C)C=O (DMF). Yields the product FC(C1=CC(=C(C=C1)SC1=C(C#N)C=CC=C1)N)(F)F (2-(4-trifluoromethyl-2-aminophenylthio) benzonitrile). As a reaction SMILES: [CH:1]1[C:6]2[C:7](=S)[NH:8]C3C=CC=CC=3S[C:5]=2[CH:4]=[CH:3][CH:2]=1.Cl.[F:18][C:19]([F:29])([F:28])[C:20]1[CH:25]=[CH:24][C:23]([SH:26])=[C:22]([NH2:27])[CH:21]=1.FC1C=CC=CC=1C#N>CN(C=O)C>[F:29][C:19]([F:18])([F:28])[C:20]1[CH:25]=[CH:24][C:23]([S:26][C:5]2[CH:4]=[CH:3][CH:2]=[CH:1][C:6]=2[C:7]#[N:8])=[C:22]([NH2:27])[CH:21]=1 |f:1.2|. Reported procedure: Using a procedure analagous to that of Example 3(a) and (b), 4-trifluoromethyl-2-aminothiophenol hydrochloride (11.48 g, 50 mmol) was combined with 2-fluorobenzonitrile in DMF solvent (100 ml) to give crude 2-(4-trifluoromethyl-2-aminophenylthio) benzonitrile (6.84 g). Hydrolysis and subsequent condensation gave the title compound as off-white crystals from ethanol (1.1 g, m.p. 233°-235° C., Rf 0.21, CH2Cl2 /MeOH 50:1). The reactants are solution, OC1=C(CO)C=CC=C1 (2-hydroxybenzyl alcohol), ClCC(=O)O (α-chloroacetic acid), [OH-].[Na+] (sodium hydroxide), Cl (hydrogen chloride). Reported procedure: A mixture of 2-hydroxybenzyl alcohol (0.5 mol), α-chloroacetic acid (0.5 mol) and solid sodium hydroxide (1.0 mol) in water (1L) is heated at reflux for 6 h. After this time the solution is cooled to ambient temperature and acidified to pH 4 with a 10% solution of hydrogen chloride in water. The product crystalizes from the acidified solution and is isolated and dried by filtration to give 2-Carboxymethoxybenzylalcohol which is used directly in the next step. RXN SMILES: [OH:1][C:2]1[CH:9]=[CH:8][CH:7]=[CH:6][C:3]=1[CH2:4][OH:5].Cl[CH2:11][C:12]([OH:14])=[O:13].[OH-].[Na+].Cl>O>[C:12]([CH2:11][O:1][C:2]1[CH:9]=[CH:8][CH:7]=[CH:6][C:3]=1[CH2:4][OH:5])([OH:14])=[O:13] |f:2.3|. Product: C(=O)(O)COC1=C(CO)C=CC=C1 (2-Carboxymethoxybenzylalcohol). Solvent: O (water), O (water). Starting materials: COC1=CC=C(C=C1)C1(CCOCC1)CN1CCN(CC1)C (1-{[4-(4-methoxyphenyl)tetrahydro-2H-pyran-4-yl]methyl}4-methylpiperazine), C[S-].[Na+] (sodium thiomethoxide), [Cl-].[NH4+] (ammonium chloride). Solvent: CN(C=O)C (N,N-dimethylformamide), CN(C=O)C (N,N-dimethylformamide). Reaction conditions: temperature 130 celsius. The product is CN1CCN(CC1)CC1(CCOCC1)C1=CC=C(C=C1)O (4-{4-[(4-methylpiperazin-1-yl)methyl]tetrahydro-2H-pyran-4-yl}phenol). Yield: 103.3%. Reaction SMILES: C[S-].[Na+].C[O:5][C:6]1[CH:11]=[CH:10][C:9]([C:12]2([CH2:18][N:19]3[CH2:24][CH2:23][N:22]([CH3:25])[CH2:21][CH2:20]3)[CH2:17][CH2:16][O:15][CH2:14][CH2:13]2)=[CH:8][CH:7]=1.[Cl-].[NH4+]>CN(C)C=O>[CH3:25][N:22]1[CH2:21][CH2:20][N:19]([CH2:18][C:12]2([C:9]3[CH:8]=[CH:7][C:6]([OH:5])=[CH:11][CH:10]=3)[CH2:13][CH2:14][O:15][CH2:16][CH2:17]2)[CH2:24][CH2:23]1 |f:0.1,3.4|. Procedure details: To a suspension of sodium thiomethoxide (660 mg, 9.4 mmol) in N,N-dimethylformamide (2 ml) was added 1-{[4-(4-methoxyphenyl)tetrahydro-2H-pyran-4-yl]methyl}4-methylpiperazine (410 mg, 1.3 mmol) in N,N-dimethylformamide (3 ml). The reaction mixture was heated to 130° C. under nitrogen for 18 hours. The mixture was then allowed to cool down to room temperature and saturated aqueous ammonium chloride was added. The mixture was extracted with ethyl acetate (2×30 ml). The combined organic extracts we...